Dataset: the Open Reaction Database (ORD), a public repository of structured organic reaction records. Task: describe an organic reaction: reactants, conditions, products, and yield Starting materials: C(C)(=O)OC1C2NC(OC(C(C1OC(C)=O)OC(C)=O)(C2)CBr)=O (6,7,8-Triacetoxy-1-bromomethyl-3-oxo-2-oxa-4-azabicyclo[3.3.1]nonane), [N-]=[N+]=[N-].[Na+] (sodium azide). Solvent: CN(C=O)C (dimethylformamide). Conditions: time 8 hour. Product: C(C)(=O)OC1C2NC(OC(C(C1OC(C)=O)OC(C)=O)(C2)CN=[N+]=[N-])=O (6,7,8-triacetoxy-1-azidomethyl-3-oxo-2-oxa-4-azabicyclo[3.3.1]nonane). Reaction SMILES: [C:1]([O:4][CH:5]1[CH:12]([O:13][C:14](=[O:16])[CH3:15])[CH:11]([O:17][C:18](=[O:20])[CH3:19])[C:10]2([CH2:22]Br)[CH2:21][CH:6]1[NH:7][C:8](=[O:24])[O:9]2)(=[O:3])[CH3:2].[N-:25]=[N+:26]=[N-:27].[Na+]>CN(C)C=O>[C:1]([O:4][CH:5]1[CH:12]([O:13][C:14](=[O:16])[CH3:15])[CH:11]([O:17][C:18](=[O:20])[CH3:19])[C:10]2([CH2:22][N:25]=[N+:26]=[N-:27])[CH2:21][CH:6]1[NH:7][C:8](=[O:24])[O:9]2)(=[O:3])[CH3:2] |f:1.2|. Reported procedure: 6,7,8-Triacetoxy-1-bromomethyl-3-oxo-2-oxa-4-azabicyclo[3.3.1]nonane (as described in Example 1 of the Japanese Patent Application No. 144309/1981, pp. 37) (4.1 g) is dissolved in dimethylformamide (15 ml), and sodium azide (1.0 g) is added to the solution, followed by stirring under heating on a bath of the temperature of 130° to 140° C. for 7 hours. The reaction mixture is concentrated under reduced pressure and further freed of the dimethylformamide azeotropically with toluene, under reduced ... Reactants: C(C)(C)(C)OC(CN1C2=C(N(CCC1=O)C(NCC1=C(C=C(C=C1)C(=O)N1C3=C(CCCC1)C=CC=C3)C)=O)C(=CC=C2)F)=O ({6-Fluoro-5-[2-methyl-4-(2,3,4,5-tetrahydrobenzo[b]azepine-1-carbonyl)-benzylcarbamoyl]-2-oxo-2,3,4,5-tetrahydrobenzo[b][1,4]diazepin-1-yl}acetic Acid Tert-Butyl Ester), NCC1=C(C=C(C=C1)C(=O)N1C2=C(CCCC1)C=CC=C2)C ((4-Aminomethyl-3-methylphenyl)-(2,3,4,5-tetrahydrobenzo[b]azepin-1-yl)methanone), C(C)(C)(C)OC(CN1C(CNC2=C(C=CC=C12)Cl)=O)=O ((5-chloro-2-oxo-3,4-dihydro-2H-quinoxalin-1-yl)acetic acid tert-butyl ester), C(=O)(Cl)Cl (phosgene), C(C)(C)N(CC)C(C)C (diisopropylethylamine), C(C)(C)N(CC)C(C)C (diisopropylethylamine). Yields the product C(C)(C)(C)OC(CN1C(CN(C2=C(C=CC=C12)Cl)C(NCC1=C(C=C(C=C1)C(=O)N1C2=C(CCCC1)C=CC=C2)C)=O)=O)=O ({5-Chloro-4-[2-methyl-4-(2,3,4,5-tetrahydrobenzo[b]azepine-1-carbonyl)benzylcarbamoyl]-2-oxo-3,4-dihydro-2H-quinoxalin-1-yl}acetic Acid Tert-Butyl Ester). RXN SMILES: [C:1]([O:5][C:6](=[O:45])[CH2:7][N:8]1[C:14](=[O:15])C[CH2:12][N:11]([C:16](=[O:39])[NH:17][CH2:18][C:19]2[CH:24]=[CH:23][C:22]([C:25]([N:27]3[CH2:33][CH2:32][CH2:31][CH2:30][C:29]4[CH:34]=[CH:35][CH:36]=[CH:37][C:28]3=4)=[O:26])=[CH:21][C:20]=2[CH3:38])[C:10]2[C:40](F)=[CH:41][CH:42]=[CH:43][C:9]1=2)([CH3:4])([CH3:3])[CH3:2].C(OC(=O)CN1C2C(=C([Cl:63])C=CC=2)NCC1=O)(C)(C)C.C(Cl)(Cl)=O.C(N(C(C)C)CC)(C)C.NCC1C=CC(C(N2CCCCC3C=CC=CC2=3)=O)=CC=1C>>[C:1]([O:5][C:6](=[O:45])[CH2:7][N:8]1[C:9]2[C:10](=[C:40]([Cl:63])[CH:41]=[CH:42][CH:43]=2)[N:11]([C:16](=[O:39])[NH:17][CH2:18][C:19]2[CH:24]=[CH:23][C:22]([C:25]([N:27]3[CH2:33][CH2:32][CH2:31][CH2:30][C:29]4[CH:34]=[CH:35][CH:36]=[CH:37][C:28]3=4)=[O:26])=[CH:21][C:20]=2[CH3:38])[CH2:12][C:14]1=[O:15])([CH3:2])([CH3:4])[CH3:3]. Procedure details: Following the same procedure as described for 1D, (5-chloro-2-oxo-3,4-dihydro-2H-quinoxalin-1-yl)acetic acid tert-butyl ester from Example 12E (450 mg, 1.5 mmol) was treated with phosgene (2.0 mmol) and diisopropylethylamine (2.0 mmol) followed by (4-aminomethyl-3-methylphenyl)-(2,3,4,5-tetrahydrobenzo[b]azepin-1-yl)methanone from Example F (450 mg, 1.5 mmol) and diisopropylethylamine (2.0 mmol). The product was purified by flash chromatography on silica (eluant pet.ether:EtOAC, 100:0 to 50:50) ... Run at time 15 minute. Procedure details: 2-Chloro-4-[(6,7-dimethoxy-4-quinolyl)oxy]aniline (100 mg) was dissolved in chloroform (5 ml) and diisopropylethylamine (0.5 ml) to prepare a solution. A solution of triphosgene (100 mg) in chloroform was then added to the solution, and the mixture was stirred at room temperature for 15 min. Next, 2-amino-5-cyclopropyl-1,3,4-thiadiazole (55 mg) was added thereto, and the mixture was further stirred at room temperature overnight. Distilled water was added to the reaction solution, and the mixture... Reaction SMILES: [Cl:1][C:2]1[CH:8]=[C:7]([O:9][C:10]2[C:19]3[C:14](=[CH:15][C:16]([O:22][CH3:23])=[C:17]([O:20][CH3:21])[CH:18]=3)[N:13]=[CH:12][CH:11]=2)[CH:6]=[CH:5][C:3]=1[NH2:4].C(N(C(C)C)CC)(C)C.ClC(Cl)(O[C:37](=[O:43])OC(Cl)(Cl)Cl)Cl.[NH2:45][C:46]1[S:47][C:48]([CH:51]2[CH2:53][CH2:52]2)=[N:49][N:50]=1>C(Cl)(Cl)Cl.O>[Cl:1][C:2]1[CH:8]=[C:7]([O:9][C:10]2[C:19]3[C:14](=[CH:15][C:16]([O:22][CH3:23])=[C:17]([O:20][CH3:21])[CH:18]=3)[N:13]=[CH:12][CH:11]=2)[CH:6]=[CH:5][C:3]=1[NH:4][C:37]([NH:45][C:46]1[S:47][C:48]([CH:51]2[CH2:53][CH2:52]2)=[N:49][N:50]=1)=[O:43]. Reactants: ClC(Cl)(OC(OC(Cl)(Cl)Cl)=O)Cl (triphosgene), ClC1=C(N)C=CC(=C1)OC1=CC=NC2=CC(=C(C=C12)OC)OC (2-Chloro-4-[(6,7-dimethoxy-4-quinolyl)oxy]aniline), C(C)(C)N(CC)C(C)C (diisopropylethylamine), NC=1SC(=NN1)C1CC1 (2-amino-5-cyclopropyl-1,3,4-thiadiazole). Isolated yield 21.3%. Solvent: C(Cl)(Cl)Cl (chloroform), O (water), C(Cl)(Cl)Cl (chloroform). Product: ClC1=C(C=CC(=C1)OC1=CC=NC2=CC(=C(C=C12)OC)OC)NC(=O)NC=1SC(=NN1)C1CC1 (N-{2-Chloro-4-[(6,7-dimethoxy-4-quinolyl)oxy]phenyl}-N′-(5-cyclopropyl-1,3,4-thiadiazol-2-yl)urea).